This data is from the Open Reaction Database (ORD), a public repository of structured organic reaction records. The task is: describe an organic reaction: reactants, conditions, products, and yield Starting materials: CCCCOc1ccccc1O, CCO, Cl, ClCCN1CCCCC1, [Na]. Reaction SMILES: [CH2:2]([CH2:3][CH2:4][CH3:5])[O:6][c:7]1[c:8]([OH:13])[cH:9][cH:10][cH:11][cH:12]1.[CH3:24][CH2:25][OH:26].[ClH:14].[N:15]1([CH2:21][CH2:22][Cl:23])[CH2:16][CH2:17][CH2:18][CH2:19][CH2:20]1.[Na:1]>>[CH2:2]([CH2:3][CH2:4][CH3:5])[O:6][c:7]1[c:8]([O:13][CH2:22][CH2:21][N:15]2[CH2:16][CH2:17][CH2:18][CH2:19][CH2:20]2)[cH:9][cH:10][cH:11][cH:12]1. Yields the product CCCCOc1ccccc1OCCN1CCCCC1. The reactants are C1(CC1)NC(=O)C1=CN=C(S1)N1CC=2CNCC2C1 (N-(cyclopropyl)-2-(3,4,5,6-tetrahydro-1H-pyrrolo[3,4-c]pyrrol-2-yl)thiazole-5-carboxamide), FC(C(=O)[O-])(F)F (trifluoroacetate), FC(C1=C(C(=O)Cl)C=CC=C1)(F)F (2-trifluoromethylbenzoyl chloride). Product: C1(CC1)CNC(=O)C1=CN=C(S1)N1CC=2CN(CC2C1)C(C1=C(C=CC=C1)C(F)(F)F)=O (N-(cyclopropylmethyl)-2-[5-(2-trifluoromethylbenzoyl)-3,4,5,6-tetrahydro-1H-pyrrolo[3,4-c]pyrrol-2-yl]thiazole-5-carboxamide). RXN SMILES: [CH:1]1([NH:4][C:5]([C:7]2[S:11][C:10]([N:12]3[CH2:19][C:18]4[CH2:17][NH:16][CH2:15][C:14]=4[CH2:13]3)=[N:9][CH:8]=2)=[O:6])[CH2:3][CH2:2]1.F[C:21](F)(F)C([O-])=O.[F:27][C:28]([F:39])([F:38])[C:29]1[CH:37]=[CH:36][CH:35]=[CH:34][C:30]=1[C:31](Cl)=[O:32]>>[CH:3]1([CH2:1][NH:4][C:5]([C:7]2[S:11][C:10]([N:12]3[CH2:13][C:14]4[CH2:15][N:16]([C:31](=[O:32])[C:30]5[CH:34]=[CH:35][CH:36]=[CH:37][C:29]=5[C:28]([F:39])([F:38])[F:27])[CH2:17][C:18]=4[CH2:19]3)=[N:9][CH:8]=2)=[O:6])[CH2:2][CH2:21]1. Procedure details: N-(cyclopropyl)-2-(3,4,5,6-tetrahydro-1H-pyrrolo[3,4-c]pyrrol-2-yl)thiazole-5-carboxamide, trifluoroacetate (106 mg, 0.26 mmol) was reacted with 2-trifluoromethylbenzoyl chloride analogously to example 3f. M+H+: 463.05. Isolated yield 89.0%. Yields the product NC1=C(C(=NN1C1=C(C=C(C=C1Cl)C(F)(F)F)Cl)C#N)S(=O)C(F)(F)F (5-Amino-1-(2,6-dichloro-4-trifluoromethylphenyl)-3-cyano-4-trifluoromethylsulphinylpyrazole). Reactants: NC1=C(C(=NN1C1=C(C=C(C=C1Cl)C(F)(F)F)Cl)C#N)S(=O)(=O)C(F)(F)F (5-amino-1-(2,6-dichloro-4-trifluoromethylphenyl)-3-cyano-4-trifluoromethylsulphonylpyrazole), FC(C(=O)O)(F)F (Trifluoroacetic acid), NC1=C(C(=NN1C1=C(C=C(C=C1Cl)C(F)(F)F)Cl)C#N)SC(F)(F)F (5-amino-1-(2,6-dichloro-4-trifluoromethylphenyl)-3-cyano-4-trifluoromethylthiopyrazole), OO (Hydrogen peroxide), S(=O)=O (sulphur dioxide). Procedure: Trifluoroacetic acid (1660 g, 14.5 mol) was added to a stirred solution of 5-amino-1-(2,6-dichloro-4-trifluoromethylphenyl)-3-cyano-4-trifluoromethylthiopyrazole (436 g, 1.03 mol) and boric acid (5 g, 0.08 mol) in a glass reactor at 12° C. Hydrogen peroxide (131.5 g of 35% w/w, 1.35 mol) was added over 2 hours whilst maintaining the temperature at 12° C., and the mixture kept at this temperature for a further 4-5 hours. When the transformation had reached 97-98%, or the amount of unwanted 5-amin... The reagents and catalysts are B(O)(O)O (boric acid). Run in ClC1=CC=CC=C1 (chlorobenzene). Reaction conditions: temperature 12 celsius, time 4.5 hour. As a reaction SMILES: FC(F)(F)C(O)=O.NC1N(C2C(Cl)=CC(C(F)(F)F)=CC=2Cl)N=C(C#N)C=1SC(F)(F)F.OO.[NH2:35][C:36]1[N:40]([C:41]2[C:46]([Cl:47])=[CH:45][C:44]([C:48]([F:51])([F:50])[F:49])=[CH:43][C:42]=2[Cl:52])[N:39]=[C:38]([C:53]#[N:54])[C:37]=1[S:55]([C:58]([F:61])([F:60])[F:59])(=O)=[O:56].S(=O)=O>B(O)(O)O.ClC1C=CC=CC=1>[NH2:35][C:36]1[N:40]([C:41]2[C:42]([Cl:52])=[CH:43][C:44]([C:48]([F:49])([F:50])[F:51])=[CH:45][C:46]=2[Cl:47])[N:39]=[C:38]([C:53]#[N:54])[C:37]=1[S:55]([C:58]([F:59])([F:61])[F:60])=[O:56]. Reactants: Br.CC1=CC=C(C=C1)CNC=1SC=C(N1)C1(SC(=CC1)C)C(=S)O (2-{[(4-methylphenyl)methyl]amino(1,3-thiazol-4-yl)}-5-methylthiothiophene-2-carboxylate hydrobromide), BrCC(=O)C=1C=C(SC1C)C(=S)OC (Methyl 4-(2-bromoacetyl)-5-methylthiothiophene-2-carboxylate), CC1=CC=C(C=C1)CNC(=S)N (4-methylphenylmethylthiourea). Product: Br.CC1=CC=C(C=C1)CNC=1SC=C(N1)C=1C=C(SC1C)C(=S)OC (methyl 4-(2-{[(4-methylphenyl)methyl]amino}(1,3-thiazol-4-yl))-5-methylthiothiophene-2-carboxylate hydrobromide). The yield is 81.0%. As a reaction SMILES: Br.[CH3:2][C:3]1[CH:8]=[CH:7][C:6]([CH2:9][NH:10][C:11]2[S:12]C=C(C3(C(O)=S)CC=C(C)S3)[N:15]=2)=[CH:5][CH:4]=1.[Br:25][CH2:26][C:27]([C:29]1[CH:30]=[C:31]([C:35]([O:37][CH3:38])=[S:36])[S:32][C:33]=1[CH3:34])=O.CC1C=CC(CNC(N)=S)=CC=1>>[BrH:25].[CH3:2][C:3]1[CH:4]=[CH:5][C:6]([CH2:9][NH:10][C:11]2[S:12][CH:26]=[C:27]([C:29]3[CH:30]=[C:31]([C:35]([O:37][CH3:38])=[S:36])[S:32][C:33]=3[CH3:34])[N:15]=2)=[CH:7][CH:8]=1 |f:0.1,4.5|. Reported procedure: Methyl 4-(2-{[(4-methylphenyl)methyl]amino(1,3-thiazol-4-yl)}-5-methylthiothiophene-2-carboxylate hydrobromide: Methyl 4-(2-bromoacetyl)-5-methylthiothiophene-2-carboxylate (111 mg, 0.35 mmol) was allowed to react with 4-methylphenylmethylthiourea as described in Example 154, step (a) to give 125 mg (81% yield) of methyl 4-(2-{[(4-methylphenyl)methyl]amino}(1,3-thiazol-4-yl))-5-methylthiothiophene-2-carboxylate hydrobromide. Mass Spectrum (ESI) m/z calcd. for C18H18N2O2S2, 358.5 (M+H), found 359...